Dataset: the Open Reaction Database (ORD), a public repository of structured organic reaction records. Task: describe an organic reaction: reactants, conditions, products, and yield Reactants: FC(S(=O)(=O)OC=1N=C(C2=CC(=C(C=C2C1CC1=CC2=C(OC3=C2C=CC=C3)C=C1)OC)OC)CCC)(F)F (4-(dibenzo[b,d]furan-2-ylmethyl)-6,7-dimethoxy-1-propylisoquinolin-3-yl trifluoromethanesulfonate), 42040-1, C(N)(OC(C)(C)C)=O (t-butyl carbamate), C([O-])([O-])=O.[Cs+].[Cs+] (cesium carbonate), CC1(C2=CC=CC(=C2OC=2C(=CC=CC12)P(C1=CC=CC=C1)C1=CC=CC=C1)P(C1=CC=CC=C1)C1=CC=CC=C1)C (9,9-dimethyl-4,5-bis(diphenylphosphino)xanthene). The reagents and catalysts are C=1C=CC(=CC1)/C=C/C(=O)/C=C/C2=CC=CC=C2.C=1C=CC(=CC1)/C=C/C(=O)/C=C/C2=CC=CC=C2.C=1C=CC(=CC1)/C=C/C(=O)/C=C/C2=CC=CC=C2.[Pd].[Pd] (tris(dibenzylideneacetone)dipalladium(0)). Run in CCOC(=O)C (EtOAc), C1CCOC1 (THF). Conditions: temperature 140 celsius, time 45 minute. The product is C1=C(C=CC=2OC3=C(C21)C=CC=C3)CC3=C(N=C(C2=CC(=C(C=C32)OC)OC)CCC)N (4-(dibenzo[b,d]furan-2-ylmethyl)-6,7-dimethoxy-1-propylisoquinolin-3-amine). Reaction SMILES: FC(F)(F)S(O[C:7]1[N:8]=[C:9]([CH2:35][CH2:36][CH3:37])[C:10]2[C:15]([C:16]=1[CH2:17][C:18]1[CH:30]=[CH:29][C:21]3[O:22][C:23]4[CH:28]=[CH:27][CH:26]=[CH:25][C:24]=4[C:20]=3[CH:19]=1)=[CH:14][C:13]([O:31][CH3:32])=[C:12]([O:33][CH3:34])[CH:11]=2)(=O)=O.C(=O)(OC(C)(C)C)[NH2:41].C(=O)([O-])[O-].[Cs+].[Cs+].CC1(C)C2C=CC=C(P(C3C=CC=CC=3)C3C=CC=CC=3)C=2OC2C1=CC=CC=2P(C1C=CC=CC=1)C1C=CC=CC=1>CCOC(C)=O.C1C=CC(/C=C/C(/C=C/C2C=CC=CC=2)=O)=CC=1.C1C=CC(/C=C/C(/C=C/C2C=CC=CC=2)=O)=CC=1.C1C=CC(/C=C/C(/C=C/C2C=CC=CC=2)=O)=CC=1.[Pd].[Pd].C1COCC1>[CH:19]1[C:20]2[C:24]3[CH:25]=[CH:26][CH:27]=[CH:28][C:23]=3[O:22][C:21]=2[CH:29]=[CH:30][C:18]=1[CH2:17][C:16]1[C:15]2[C:10](=[CH:11][C:12]([O:33][CH3:34])=[C:13]([O:31][CH3:32])[CH:14]=2)[C:9]([CH2:35][CH2:36][CH3:37])=[N:8][C:7]=1[NH2:41] |f:2.3.4,7.8.9.10.11|. Reported procedure: A 2 mL microwave vial equipped with a magnetic stirrer was charged under N2 with 4-(dibenzo[b,d]furan-2-ylmethyl)-6,7-dimethoxy-1-propylisoquinolin-3-yl trifluoromethanesulfonate CCH 42040-1 (13 mg, 23 μmol), t-butyl carbamate (5 mg, 43 μmol), dry powdered cesium carbonate (15 mg, 46 μmol), 9,9-dimethyl-4,5-bis(diphenylphosphino)xanthene (4 mg, 7 μmol) and tris(dibenzylideneacetone)dipalladium(0) (4 mg, 4 μmol). Dry THF (1.5 mL) was then added and the mixture was stirred for 45 min at 140° C. un...